This data is from the Open Reaction Database (ORD), a public repository of structured organic reaction records. The task is: describe an organic reaction: reactants, conditions, products, and yield Reactants: ClCC=1C(=C(C(=C(C1)OC)C)C)OC (5-chloromethyl-1,4-dimethoxy-2,3-dimethylbenzene), C(C)(=O)[O-].[Na+] (sodium acetate). Solvent: C(C)(=O)O (acetic acid), O (water). The product is C(C)(=O)OCC=1C(=C(C(=C(C1)OC)C)C)OC (5-acetoxymethyl-1,4-dimethoxy-2,3-dimethylbenzene). Yield: 93.1%. RXN SMILES: Cl[CH2:2][C:3]1[C:4]([O:13][CH3:14])=[C:5]([CH3:12])[C:6]([CH3:11])=[C:7]([O:9][CH3:10])[CH:8]=1.[C:15]([O-:18])(=[O:17])[CH3:16].[Na+]>C(O)(=O)C.O>[C:15]([O:18][CH2:2][C:3]1[C:4]([O:13][CH3:14])=[C:5]([CH3:12])[C:6]([CH3:11])=[C:7]([O:9][CH3:10])[CH:8]=1)(=[O:17])[CH3:16] |f:1.2|. Reported procedure: A mixture of intermediate C (5 g, 0.023 mole) and anhydrous sodium acetate (7.1 g, 0.086 mole) in glacial acetic acid (35 ml) was refluxed for 20 hours. The reaction mixture was cooled to room temperature, diluted with 50 ml of water and extracted with dichloromethane. The organic extracts were washed with saturated sodium bicarbonate solution, dried, and concentrated to yield a dark syrup, which eventually crystallized to give 5.1 g of crude 5-acetoxymethyl-1,4-dimethoxy-2,3-dimethylbenzene (in...